describe an organic reaction: reactants, conditions, products, and yield From a dataset of the Open Reaction Database (ORD), a public repository of structured organic reaction records. Starting materials: C(C)C1(CCN(CC1)C1=NC=C(C=N1)C=1C=C(C2=C(N=C(S2)N2C(N(CN(C2)C)CC)=O)C1)C=O)C(=O)OCC (Ethyl 4-ethyl-1-[5-[2-(3-ethyl-5-methyl-2-oxo-1,3,5-triazinan-1-yl)-7-formyl-1,3-benzothiazol-5-yl]pyrimidin-2-yl]piperidine-4-carboxylate), CO (MeOH), OS(=O)(=O)O (H2SO4), C(=O)(O)[O-].[Na+] (NaHCO3). The solvent is C(Cl)Cl (DCM). Run at temperature 50 celsius. The product is COC(C1=CC(=CC=2N=C(SC21)NC(NCC)=O)C=2C=NC(=NC2)N2CCC(CC2)(C(=O)OCC)CC)OC (Ethyl 1-[5-[7-(dimethoxymethyl)-2-(ethylcarbamoylamino)-1,3-benzothiazol-5-yl]pyrimidin-2-yl]-4-ethyl-piperidine-4-carboxylate). Reaction SMILES: [CH2:1]([C:3]1([C:36]([O:38][CH2:39][CH3:40])=[O:37])[CH2:8][CH2:7][N:6]([C:9]2[N:14]=[CH:13][C:12]([C:15]3[CH:16]=[C:17]([CH:34]=[O:35])[C:18]4[S:22][C:21]([N:23]5CN(C)C[N:25]([CH2:30][CH3:31])[C:24]5=[O:32])=[N:20][C:19]=4[CH:33]=3)=[CH:11][N:10]=2)[CH2:5][CH2:4]1)[CH3:2].OS(O)(=O)=O.[C:46]([O-:49])(O)=O.[Na+].[CH3:51]O>C(Cl)Cl>[CH3:51][O:35][CH:34]([O:49][CH3:46])[C:17]1[C:18]2[S:22][C:21]([NH:23][C:24](=[O:32])[NH:25][CH2:30][CH3:31])=[N:20][C:19]=2[CH:33]=[C:15]([C:12]2[CH:11]=[N:10][C:9]([N:6]3[CH2:7][CH2:8][C:3]([CH2:1][CH3:2])([C:36]([O:38][CH2:39][CH3:40])=[O:37])[CH2:4][CH2:5]3)=[N:14][CH:13]=2)[CH:16]=1 |f:2.3|. Procedure: Ethyl 4-ethyl-1-[5-[2-(3-ethyl-5-methyl-2-oxo-1,3,5-triazinan-1-yl)-7-formyl-1,3-benzothiazol-5-yl]pyrimidin-2-yl]piperidine-4-carboxylate (33 mg, 0.058 mmol) was suspended in MeOH (2 mL) and treated with conc. H2SO4 (˜5 μL). The reaction was heated to 50° C. for 1.5 h then diluted with DCM and sat.NaHCO3(aq). The organic layer was separated and the aqueous layer extracted further with DCM (2×) before the combined DCM extracts were dried and the solvent evaporated to yield the crude product (35 ... Reactants: FC1=CC=C(C=C1)S(=O)(=O)C=1C=C2C3=C(N(C2=CC1)C)CC1CCC3N1 (2-(4-fluorophenyl)sulfonyl-5-methyl-5,6,7,8,9,10-hexahydro-7,10-epiminocyclohepta[b]indole), Cl (HCl). Run in CO (methanol). Yields the product Cl.FC1=CC=C(C=C1)S(=O)(=O)C=1C=C2C3=C(N(C2=CC1)C)CC1CCC3N1 (2-(4-fluorophenyl)sulfonyl-5-methyl-5,6,7,8,9,10-hexahydro-7,10-epiminocyclohepta[b]indole hydrochloride). RXN SMILES: [F:1][C:2]1[CH:7]=[CH:6][C:5]([S:8]([C:11]2[CH:12]=[C:13]3[C:17](=[CH:18][CH:19]=2)[N:16]([CH3:20])[C:15]2[CH2:21][CH:22]4[NH:26][CH:25]([C:14]3=2)[CH2:24][CH2:23]4)(=[O:10])=[O:9])=[CH:4][CH:3]=1.[ClH:27]>CO>[ClH:27].[F:1][C:2]1[CH:7]=[CH:6][C:5]([S:8]([C:11]2[CH:12]=[C:13]3[C:17](=[CH:18][CH:19]=2)[N:16]([CH3:20])[C:15]2[CH2:21][CH:22]4[NH:26][CH:25]([C:14]3=2)[CH2:24][CH2:23]4)(=[O:9])=[O:10])=[CH:4][CH:3]=1 |f:3.4|. Reported procedure: The product of step B was treated with 1.25 M HCl in methanol (2 mL). The solution was concentrated in vacuo, dissolved in water and washed with dichloromethane. The aqueous layer was lyophilized to give 2-(4-fluorophenyl)sulfonyl-5-methyl-5,6,7,8,9,10-hexahydro-7,10-epiminocyclohepta[b]indole hydrochloride (25 mg, 73%, AUC HPLC 95.9%) as a white solid: mp 210-214° C.; 1H NMR (CD3OD, 300 MHz) δ 8.27 (s, 1H), 7.99-8.03 (m, 2H), 7.72 (d, J=8.4 Hz, 1H), 7.57 (d, J=7.1 Hz, 1H), 7.24-7.30 (m, 2H), 5....